Dataset: the Open Reaction Database (ORD), a public repository of structured organic reaction records. Task: describe an organic reaction: reactants, conditions, products, and yield Reactants: ClCCl, CC(C)(O)c1cc(F)c(-c2cc(C(N)=O)c(Nc3ccc(OCC[Si](C)(C)C)nn3)s2)c(F)c1, O=C(O)C(F)(F)F, [Na+], O=C([O-])O. Product: CC(C)(O)c1cc(F)c(-c2cc(C(N)=O)c(Nc3ccc(=O)[nH]n3)s2)c(F)c1. Reaction SMILES: [Cl:47][CH2:48][Cl:49].[F:1][c:2]1[c:3](-[c:13]2[cH:14][c:15]([C:32](=[O:33])[NH2:34])[c:16]([NH:18][c:19]3[n:20][n:21][c:22]([O:25][CH2:26][CH2:27][Si:28]([CH3:29])([CH3:30])[CH3:31])[cH:23][cH:24]3)[s:17]2)[c:4]([F:12])[cH:5][c:6]([C:8]([CH3:9])([CH3:10])[OH:11])[cH:7]1.[F:35][C:36]([F:37])([F:38])[C:39]([OH:40])=[O:41].[Na+:46].[O-:42][C:43]([OH:44])=[O:45]>>[F:1][c:2]1[c:3](-[c:13]2[cH:14][c:15]([C:32](=[O:33])[NH2:34])[c:16]([NH:18][c:19]3[n:20][nH:21][c:22](=[O:25])[cH:23][cH:24]3)[s:17]2)[c:4]([F:12])[cH:5][c:6]([C:8]([CH3:9])([CH3:10])[OH:11])[cH:7]1. The reactants are COc1ccc(N)c(OC)c1, COc1ccc(N)c(C)c1, CC#N, COc1ccc(NC(=O)c2sccc2S(=O)(=O)Nc2onc(C)c2Cl)c(C)c1, O. Yields the product COc1ccc(NC(=O)c2sccc2S(=O)(=O)Nc2onc(C)c2Cl)c(OC)c1. RXN SMILES: [CH3:29][O:30][c:31]1[cH:32][c:33]([O:34][CH3:35])[cH:36][cH:37][c:38]1[NH2:39].[CH3:40][O:41][c:42]1[cH:43][cH:44][c:45]([NH2:46])[c:47]([CH3:48])[cH:49]1.[CH3:50][C:51]#[N:52].[Cl:1][c:2]1[c:3]([CH3:28])[n:4][o:5][c:6]1[NH:7][S:8](=[O:9])(=[O:10])[c:11]1[c:12]([C:16](=[O:17])[NH:18][c:19]2[c:20]([CH3:27])[cH:21][c:22]([O:25][CH3:26])[cH:23][cH:24]2)[s:13][cH:14][cH:15]1.[OH2:53]>>[Cl:1][c:2]1[c:3]([CH3:28])[n:4][o:5][c:6]1[NH:7][S:8](=[O:9])(=[O:10])[c:11]1[c:12]([C:16](=[O:17])[NH:18][c:19]2[c:20]([O:30][CH3:29])[cH:21][c:22]([O:25][CH3:26])[cH:23][cH:24]2)[s:13][cH:14][cH:15]1. Procedure details: 4-[6-(2,4-Difluoro-phenoxy)-1-(2-trimethylsilanyl-ethoxymethyl)-1H-pyrazolo[3,4-d]pyrimidin-3-yl]-3-methyl-phenol was treated with HCl using the procedure described in step 8 of Example 11 to afford 0.20 g of 4-[6-(2,4-difluoro-phenoxy)-1H-pyrazolo[3,4-d]pyrimidin-3-yl]-3-methyl-phenol. Mass Spec. M+H=355. Yields the product FC1=C(OC2=NC=C3C(=N2)NN=C3C3=C(C=C(C=C3)O)C)C=CC(=C1)F (4-[6-(2,4-difluoro-phenoxy)-1H-pyrazolo[3,4-d]pyrimidin-3-yl]-3-methyl-phenol). Reaction SMILES: [F:1][C:2]1[CH:33]=[C:32]([F:34])[CH:31]=[CH:30][C:3]=1[O:4][C:5]1[N:10]=[C:9]2[N:11](COCC[Si](C)(C)C)[N:12]=[C:13]([C:14]3[CH:19]=[CH:18][C:17]([OH:20])=[CH:16][C:15]=3[CH3:21])[C:8]2=[CH:7][N:6]=1.Cl>>[F:1][C:2]1[CH:33]=[C:32]([F:34])[CH:31]=[CH:30][C:3]=1[O:4][C:5]1[N:10]=[C:9]2[NH:11][N:12]=[C:13]([C:14]3[CH:19]=[CH:18][C:17]([OH:20])=[CH:16][C:15]=3[CH3:21])[C:8]2=[CH:7][N:6]=1. The reactants are FC1=C(OC2=NC=C3C(=N2)N(N=C3C3=C(C=C(C=C3)O)C)COCC[Si](C)(C)C)C=CC(=C1)F (4-[6-(2,4-Difluoro-phenoxy)-1-(2-trimethylsilanyl-ethoxymethyl)-1H-pyrazolo[3,4-d]pyrimidin-3-yl]-3-methyl-phenol), Cl (HCl). Starting materials: CCN=C=NCCCN(C)C, Cc1cn(-c2cccc(N)c2)cn1, CN(C)c1ccncc1, ClCCl, Cl, O=C(O)c1cccc2c1Cc1ccccc1-2. The product is Cc1cn(-c2cccc(NC(=O)c3cccc4c3Cc3ccccc3-4)c2)cn1. Reaction SMILES: [CH2:31]([N:32]=[C:33]=[N:34][CH2:35][CH2:36][CH2:37][N:38]([CH3:39])[CH3:40])[CH3:41].[CH3:17][c:18]1[n:19][cH:20][n:21](-[c:23]2[cH:24][c:25]([NH2:26])[cH:27][cH:28][cH:29]2)[cH:22]1.[CH3:45][N:46]([CH3:47])[c:48]1[cH:49][cH:50][n:51][cH:52][cH:53]1.[Cl:42][CH2:43][Cl:44].[ClH:30].[c:1]1([C:14](=[O:15])[OH:16])[cH:2][cH:3][cH:4][c:5]2[c:13]1[CH2:12][c:11]1[c:6]-2[cH:7][cH:8][cH:9][cH:10]1>>[c:1]1([C:14](=[O:15])[NH:26][c:25]2[cH:24][c:23](-[n:21]3[cH:20][n:19][c:18]([CH3:17])[cH:22]3)[cH:29][cH:28][cH:27]2)[cH:2][cH:3][cH:4][c:5]2[c:13]1[CH2:12][c:11]1[c:6]-2[cH:7][cH:8][cH:9][cH:10]1. Reactants: COc1nc(OC)nc([N+]2(C)CCOCC2)n1, CN(C)C1(c2ccccc2)CCC(N)CC1, CO, [Cl-], CC(C)CC(NC(=O)Cc1c[nH]c2ccccc12)C(=O)O. Yields the product CC(C)CC(NC(=O)Cc1c[nH]c2ccccc12)C(=O)NC1CCC(c2ccccc2)(N(C)C)CC1. RXN SMILES: [CH3:18][O:19][c:20]1[n:21][c:22]([O:23][CH3:24])[n:25][c:26]([N+:27]2([CH3:28])[CH2:29][CH2:30][O:31][CH2:32][CH2:33]2)[n:34]1.[CH3:1][N:2]([C:3]1([c:10]2[cH:11][cH:12][cH:13][cH:14][cH:15]2)[CH2:4][CH2:5][CH:6]([NH2:9])[CH2:7][CH2:8]1)[CH3:16].[CH3:56][OH:57].[Cl-:17].[nH:35]1[cH:36][c:37]([CH2:44][C:45](=[O:46])[NH:47][CH:48]([CH2:49][CH:50]([CH3:51])[CH3:52])[C:53](=[O:54])[OH:55])[c:38]2[cH:39][cH:40][cH:41][cH:42][c:43]12>>[CH3:1][N:2]([C:3]1([c:10]2[cH:11][cH:12][cH:13][cH:14][cH:15]2)[CH2:4][CH2:5][CH:6]([NH:9][C:53]([CH:48]([NH:47][C:45]([CH2:44][c:37]2[cH:36][nH:35][c:43]3[c:38]2[cH:39][cH:40][cH:41][cH:42]3)=[O:46])[CH2:49][CH:50]([CH3:51])[CH3:52])=[O:54])[CH2:7][CH2:8]1)[CH3:16]. Product: ClC=1C=C(C=CC1Cl)C1=CC=C(O1)CCNC(=O)C=1NN=C(C1)C(=O)N1CCC(CC1)O (5-(4-Hydroxypiperidine-1-carbonyl)-2H-pyrazole-3-carboxylic acid {2-[5-(3,4-dichlorophenyl)furan-2-yl]ethyl}amide). Reaction SMILES: [Cl:1][C:2]1[CH:3]=[C:4]([C:9]2[O:13][C:12]([CH2:14][CH2:15][NH:16][C:17]([C:19]3[NH:23][N:22]=[C:21]([C:24](O)=[O:25])[CH:20]=3)=[O:18])=[CH:11][CH:10]=2)[CH:5]=[CH:6][C:7]=1[Cl:8].[OH:27][CH:28]1[CH2:33][CH2:32][NH:31][CH2:30][CH2:29]1>>[Cl:1][C:2]1[CH:3]=[C:4]([C:9]2[O:13][C:12]([CH2:14][CH2:15][NH:16][C:17]([C:19]3[NH:23][N:22]=[C:21]([C:24]([N:31]4[CH2:32][CH2:33][CH:28]([OH:27])[CH2:29][CH2:30]4)=[O:25])[CH:20]=3)=[O:18])=[CH:11][CH:10]=2)[CH:5]=[CH:6][C:7]=1[Cl:8]. Reported procedure: The title compound was prepared as in Example 1 starting from 5-{2-[5-(3,4-dichlorophenyl)furan-2-yl]ethylcarbamoyl}-1H-pyrazole-3-carboxylic acid and 4-hydroxypiperidine. The crude product was purified by flash chromatography using CH2Cl2-MeOH (95:5) as an eluent. 1H NMR (400 MHz, CDCl3): 1.62 (1H, d), 1.65 (2H, m), 1.95 (2H, m), 3.00 (2H, t), about 3.57 (2H, m), 3.77 (2H, q), about 4.1 (3H, m), 6.20 (1H, d), 6.58 (1H, d), 7.03 (1H, s), about 7.6 (1H, broad s), 7.40 (1H, distorted d), 7.43 (1H,... The reactants are ClC=1C=C(C=CC1Cl)C1=CC=C(O1)CCNC(=O)C1=CC(=NN1)C(=O)O (5-{2-[5-(3,4-dichlorophenyl)furan-2-yl]ethylcarbamoyl}-1H-pyrazole-3-carboxylic acid), OC1CCNCC1 (4-hydroxypiperidine). Starting materials: I(=O)(=O)(=O)[O-].[Na+] (sodium metaperiodate), N1=C(C=CC=C1C)C (2,6-lutidine), C(#N)C=1C(=C(SC1N1CCOCC1)C(=O)OCC)C(CC=C)C1=CC(=C(C=C1)Cl)Cl (ethyl 4-cyano-3-[1-(3,4-dichlorophenyl)but-3-en-1-yl]-5-(morpholin-4-yl)thiophene-2-carboxylate). Reagents/catalysts: [Os](=O)(=O)(=O)=O (osmium tetroxide), O (water). Solvent: O1CCOCC1 (1,4-dioxane), O (water). Conditions: time 5 hour. Product: C(#N)C=1C(=C(SC1N1CCOCC1)C(=O)OCC)C(CC=O)C1=CC(=C(C=C1)Cl)Cl (ethyl 4-cyano-3-[1-(3,4-dichlorophenyl)-3-oxopropyl]-5-(morpholin-4-yl)thiophene-2-carboxylate). Yield: 43.5%. RXN SMILES: [C:1]([C:3]1[C:4]([CH:19]([C:23]2[CH:28]=[CH:27][C:26]([Cl:29])=[C:25]([Cl:30])[CH:24]=2)[CH2:20][CH:21]=C)=[C:5]([C:14]([O:16][CH2:17][CH3:18])=[O:15])[S:6][C:7]=1[N:8]1[CH2:13][CH2:12][O:11][CH2:10][CH2:9]1)#[N:2].I([O-])(=O)(=O)=[O:32].[Na+].N1C(C)=CC=CC=1C>O1CCOCC1.O.[Os](=O)(=O)(=O)=O>[C:1]([C:3]1[C:4]([CH:19]([C:23]2[CH:28]=[CH:27][C:26]([Cl:29])=[C:25]([Cl:30])[CH:24]=2)[CH2:20][CH:21]=[O:32])=[C:5]([C:14]([O:16][CH2:17][CH3:18])=[O:15])[S:6][C:7]=1[N:8]1[CH2:13][CH2:12][O:11][CH2:10][CH2:9]1)#[N:2] |f:1.2|. Procedure: To a suspension of ethyl 4-cyano-3-[1-(3,4-dichlorophenyl)but-3-en-1-yl]-5-(morpholin-4-yl)thiophene-2-carboxylate (247 mg, 0.531 mmol) in 1,4-dioxane (6.00 mL) and water (2.00 mL) was added sodium metaperiodate (454 mg, 2.12 mmol), 2,6-lutidine (246 uL, 2.12 mmol), and 4% osmium tetroxide in water (4:96, osmium tetraoxide:water, 64.9 uL, 0.0106 mmol). The reaction was vigorously stirred at rt for 5 hrs. The mixture was filtered over a celite pad and the filtered solid was rinsed with EtOAc. The...